Dataset: the Open Reaction Database (ORD), a public repository of structured organic reaction records. Task: describe an organic reaction: reactants, conditions, products, and yield The reactants are C=CC(=O)OC, C1CCC2=NCCCN2CC1, Cc1c(C(=O)C(C)(C)C)c2cc(C(C)C)ccn2c1C(=O)Nc1ccccc1, CN(C)C=O, O. Yields the product COC(=O)CCN(C(=O)c1c(C)c(C(=O)C(C)(C)C)c2cc(C(C)C)ccn12)c1ccccc1. RXN SMILES: [C:29]([CH:30]=[CH2:31])(=[O:32])[O:33][CH3:34].[CH2:35]1[CH2:36][CH2:37][C:38]2=[N:43][CH2:42][CH2:41][CH2:40][N:39]2[CH2:44][CH2:45]1.[CH3:1][C:2]([C:3](=[O:4])[c:5]1[c:6]([CH3:26])[c:7]([C:17](=[O:18])[NH:19][c:20]2[cH:21][cH:22][cH:23][cH:24][cH:25]2)[n:8]2[cH:9][cH:10][c:11]([CH:14]([CH3:15])[CH3:16])[cH:12][c:13]12)([CH3:27])[CH3:28].[O:47]=[CH:48][N:49]([CH3:50])[CH3:51].[OH2:46]>>[CH3:1][C:2]([C:3](=[O:4])[c:5]1[c:6]([CH3:26])[c:7]([C:17](=[O:18])[N:19]([c:20]2[cH:21][cH:22][cH:23][cH:24][cH:25]2)[CH2:31][CH2:30][C:29](=[O:32])[O:33][CH3:34])[n:8]2[cH:9][cH:10][c:11]([CH:14]([CH3:15])[CH3:16])[cH:12][c:13]12)([CH3:27])[CH3:28]. The product is S(=O)(=O)(C)OC1CC(CC1)C(=O)OC(C)(C)C (tert-butyl 3-mesyloxycyclopentanoate). Procedure details: Mesyl chloride (0.15 ml) was added dropwise to tert-butyl 3-hydroxycyclopentanoate (373 mg) dissolved in methylene chloride (2 ml) and pyridine (0.32 ml) at a temperature of 0° C. The mixture was stirred at a room temperature for 4 hours. The reaction mixture was poured into ice-water (10 ml). The mixture was extracted with ethyl acetate. The extract was washed with water, dried over magnesium sulfate and then evaporated to obtained the title compound having the following physical data. As a reaction SMILES: [S:1](Cl)([CH3:4])(=[O:3])=[O:2].[OH:6][CH:7]1[CH2:11][CH2:10][CH:9]([C:12]([O:14][C:15]([CH3:18])([CH3:17])[CH3:16])=[O:13])[CH2:8]1.N1C=CC=CC=1>C(Cl)Cl>[S:1]([O:6][CH:7]1[CH2:11][CH2:10][CH:9]([C:12]([O:14][C:15]([CH3:18])([CH3:17])[CH3:16])=[O:13])[CH2:8]1)([CH3:4])(=[O:3])=[O:2]. The reactants are ice water, S(=O)(=O)(C)Cl (Mesyl chloride), OC1CC(CC1)C(=O)OC(C)(C)C (tert-butyl 3-hydroxycyclopentanoate), N1=CC=CC=C1 (pyridine). The solvent is C(Cl)Cl (methylene chloride). Conditions: time 4 hour. Starting materials: CC(C)(C)OC(=O)N1CC=C(c2ccc(N)c3ccccc23)CC1, CO. Yields the product CC(C)(C)OC(=O)N1CCC(c2ccc(N)c3ccccc23)CC1. RXN SMILES: [C:1]([CH3:2])([CH3:3])([CH3:4])[O:5][C:6](=[O:7])[N:8]1[CH2:9][CH:10]=[C:11]([c:14]2[cH:15][cH:16][c:17]([NH2:24])[c:18]3[cH:19][cH:20][cH:21][cH:22][c:23]23)[CH2:12][CH2:13]1.[CH3:25][OH:26]>>[C:1]([CH3:2])([CH3:3])([CH3:4])[O:5][C:6](=[O:7])[N:8]1[CH2:9][CH2:10][CH:11]([c:14]2[cH:15][cH:16][c:17]([NH2:24])[c:18]3[cH:19][cH:20][cH:21][cH:22][c:23]23)[CH2:12][CH2:13]1. Solvent: CN(C)C=O (DMF). Starting materials: O (water), CS(=O)(=O)OC[C@@H]1CC[C@H](CC1)[C@@H]1CC[C@H](CC1)C=C (trans-4-(trans-4-vinylcyclohexyl)cyclohexylmethyl methanesulfonate), FC1=C(C=CC(=C1F)OCC)O (2,3-difluoro-4-ethoxyphenol), P(=O)([O-])([O-])[O-].[K+].[K+].[K+] (tripotassium phosphate). Product: C(C)OC1=C(C(=C(C=C1)OC[C@@H]1CC[C@H](CC1)[C@@H]1CC[C@H](CC1)C=C)F)F (4-ethoxy-2,3-difluoro-1-(trans-4-(trans-4-vinylcyclohexyl)cyclohexyl)methoxybenzene). Reaction conditions: temperature 95 celsius, time 3 hour. As a reaction SMILES: CS([O:5][CH2:6][C@H:7]1[CH2:12][CH2:11][C@H:10]([C@H:13]2[CH2:18][CH2:17][C@H:16]([CH:19]=[CH2:20])[CH2:15][CH2:14]2)[CH2:9][CH2:8]1)(=O)=O.[F:21][C:22]1[C:27]([F:28])=[C:26]([O:29][CH2:30][CH3:31])[CH:25]=[CH:24][C:23]=1O.P([O-])([O-])([O-])=O.[K+].[K+].[K+].O>CN(C=O)C>[CH2:30]([O:29][C:26]1[CH:25]=[CH:24][C:23]([O:5][CH2:6][C@H:7]2[CH2:12][CH2:11][C@H:10]([C@H:13]3[CH2:18][CH2:17][C@H:16]([CH:19]=[CH2:20])[CH2:15][CH2:14]3)[CH2:9][CH2:8]2)=[C:22]([F:21])[C:27]=1[F:28])[CH3:31] |f:2.3.4.5|. The yield is 68.9%. Procedure details: 9.8 g of trans-4-(trans-4-vinylcyclohexyl)cyclohexylmethyl methanesulfonate and 5.96 g of 2,3-difluoro-4-ethoxyphenol were dissolved in 90 mL of DMF. 10.4 g of tripotassium phosphate was added, followed by stirring at 90 to 100° C. for 3 hours. The reaction mixture was poured into water, extracted with toluene, washed in turn with water, 10% hydrochloric acid, water, and saturated saline and then dried over anhydrous sodium sulfate. The solvent was distilled off under reduced pressure and the re... The reactants are C[Si](CCOC(C(CC1=CC=C(C2=CC=CC=C12)[N+](=O)[O-])NC(=O)OC)=O)(C)C (2-methoxycarbonylamino-3-(4-nitro-naphthalen-1-yl)-propionic acid 2-trimethylsilanyl-ethyl ester). Reagents/catalysts: [Pd] (palladium). Run in CO (methanol). Reaction conditions: time 4 hour. Yields the product C[Si](CCOC(C(CC1=CC=C(C2=CC=CC=C12)N)NC(=O)OC)=O)(C)C (3-(4-amino-naphthalen-1-yl)-2-methoxycarbonylamino-propionic acid 2-trimethylsilanyl-ethyl ester). RXN SMILES: [CH3:1][Si:2]([CH3:29])([CH3:28])[CH2:3][CH2:4][O:5][C:6](=[O:27])[CH:7]([NH:22][C:23]([O:25][CH3:26])=[O:24])[CH2:8][C:9]1[C:18]2[C:13](=[CH:14][CH:15]=[CH:16][CH:17]=2)[C:12]([N+:19]([O-])=O)=[CH:11][CH:10]=1>CO.[Pd]>[CH3:29][Si:2]([CH3:1])([CH3:28])[CH2:3][CH2:4][O:5][C:6](=[O:27])[CH:7]([NH:22][C:23]([O:25][CH3:26])=[O:24])[CH2:8][C:9]1[C:18]2[C:13](=[CH:14][CH:15]=[CH:16][CH:17]=2)[C:12]([NH2:19])=[CH:11][CH:10]=1. Procedure: A mixture of 2-methoxycarbonylamino-3-(4-nitro-naphthalen-1-yl)-propionic acid 2-trimethylsilanyl-ethyl ester (1.1 g, 2.64 mmol), 10% palladium on C (0.056 g) in methanol (5 mL) was stirred under an atmosphere of hydrogen for 4 hours. The mixture was filtered through diatomaceous earth and the filter cake washed with methanol (2×25 mL). The combined methanol was concentrated under reduced pressure to provide the titled compound. MS (ESI(+)) m/e 389 (M+H)+.